This data is from the Open Reaction Database (ORD), a public repository of structured organic reaction records. The task is: describe an organic reaction: reactants, conditions, products, and yield Yields the product Cn1ccc(I)cc1=O. RXN SMILES: [CH3:23][CH2:24][O:25][C:26]([CH3:27])=[O:28].[I:15][CH3:16].[I:1][c:2]1[cH:3][c:4](=[O:8])[nH:5][cH:6][cH:7]1.[K+:10].[K+:9].[O-:11][C:12]([O-:13])=[O:14].[O:18]=[CH:19][N:20]([CH3:21])[CH3:22].[OH2:17]>>[I:1][c:2]1[cH:3][c:4](=[O:8])[n:5]([CH3:12])[cH:6][cH:7]1. The reactants are CCOC(C)=O, CI, O=c1cc(I)cc[nH]1, [K+], [K+], O=C([O-])[O-], CN(C)C=O, O. Reactants: Cl.COC(C(CCC#C)N)=O (2-Amino-hex-5-ynoic acid methyl ester hydrochloride), N#CN (cyanamide). Yields the product Cl.C(CC#C)C=1N=C(NC1)N (4-But-3-ynyl-1H-imidazol-2-ylamine hydrochloride). Isolated yield 48.0%. Reaction SMILES: [ClH:1].CO[C:4](=O)[CH:5]([NH2:10])[CH2:6][CH2:7][C:8]#[CH:9].[N:12]#[C:13][NH2:14]>>[ClH:1].[CH2:6]([C:5]1[N:10]=[C:13]([NH2:14])[NH:12][CH:4]=1)[CH2:7][C:8]#[CH:9] |f:0.1,3.4|. Procedure: 2-Amino-hex-5-ynoic acid methyl ester hydrochloride (2.53 g, 14.2 mmol) was treated to an Akabori reduction followed by a cyanamide condensation employing conditions previously reported to produce 4-But-3-ynyl-1H-imidazol-2-ylamine hydrochloride (1.17 g, 48%) as a pale yellow oil (Olofson et al., Journal of Organic Chemistry 1997, 62, (23), 7918-7919). 1H NMR (300 MHz, CD3OD) δ 6.52 (s, 1H), δ 2.61 (t, 2H), δ 2.42 (m, 2H), δ 2.27 (t, 1H) ppm; 13C NMR (75 MHz, CD3OD) δ 147.4, 126.2, 109.4, 81.9, ... Starting materials: C=CCc1c(O)c([N+](=O)[O-])cc(C)c1Cl, ClCCl, O=C(OO)c1cccc(Cl)c1. Product: Cc1cc([N+](=O)[O-])c2c(c1Cl)CC(CO)O2. As a reaction SMILES: [CH2:12]([CH:13]=[CH2:14])[c:15]1[c:16]([OH:26])[c:17]([N+:23](=[O:24])[O-:25])[cH:18][c:19]([CH3:22])[c:20]1[Cl:21].[CH2:27]([Cl:28])[Cl:29].[OH:1][O:2][C:3]([c:4]1[cH:5][c:6]([Cl:7])[cH:8][cH:9][cH:10]1)=[O:11]>>[OH:1][CH2:14][CH:13]1[CH2:12][c:15]2[c:16]([c:17]([N+:23](=[O:24])[O-:25])[cH:18][c:19]([CH3:22])[c:20]2[Cl:21])[O:26]1. Starting materials: N#Cc1cccc(Oc2ncc(Cl)cc2C(=O)O)c1, CC(N)c1ccc(C(=O)OC(C)(C)C)cc1. As a reaction SMILES: [Cl:1][c:2]1[cH:3][n:4][c:5]([O:11][c:12]2[cH:13][c:14]([C:18]#[N:19])[cH:15][cH:16][cH:17]2)[c:6]([C:7](=[O:8])[OH:9])[cH:10]1.[NH2:20][CH:21]([CH3:22])[c:23]1[cH:24][cH:25][c:26]([C:27](=[O:28])[O:29][C:30]([CH3:31])([CH3:32])[CH3:33])[cH:34][cH:35]1>>[Cl:1][c:2]1[cH:3][n:4][c:5]([O:11][c:12]2[cH:13][c:14]([C:18]#[N:19])[cH:15][cH:16][cH:17]2)[c:6]([C:7](=[O:9])[NH:20][CH:21]([CH3:22])[c:23]2[cH:24][cH:25][c:26]([C:27](=[O:28])[O:29][C:30]([CH3:31])([CH3:32])[CH3:33])[cH:34][cH:35]2)[cH:10]1. Product: CC(NC(=O)c1cc(Cl)cnc1Oc1cccc(C#N)c1)c1ccc(C(=O)OC(C)(C)C)cc1. The reactants are Intermediate 26B, [O-]C1=CC=C2C=CC(=CC2=C1)S(=O)(=O)[O-].[Na+].[Na+] (sodium 7-oxidonaphthalene-2-sulfonate), ClCCCC1=CC=NC=C1 (4-(3-chloropropyl)pyridine). Yields the product N1=CC=C(C=C1)CCCOC1=CC=C2C=CC(=CC2=C1)S(=O)(=O)O (7-(3-(Pyridin-4-yl)propoxy)naphthalene-2-sulfonic acid). Isolated yield 42.3%. As a reaction SMILES: [O-:1][C:2]1[CH:11]=[C:10]2[C:5]([CH:6]=[CH:7][C:8]([S:12]([O-:15])(=[O:14])=[O:13])=[CH:9]2)=[CH:4][CH:3]=1.[Na+].[Na+].Cl[CH2:19][CH2:20][CH2:21][C:22]1[CH:27]=[CH:26][N:25]=[CH:24][CH:23]=1>>[N:25]1[CH:26]=[CH:27][C:22]([CH2:21][CH2:20][CH2:19][O:1][C:2]2[CH:11]=[C:10]3[C:5]([CH:6]=[CH:7][C:8]([S:12]([OH:15])(=[O:13])=[O:14])=[CH:9]3)=[CH:4][CH:3]=2)=[CH:23][CH:24]=1 |f:0.1.2|. Reported procedure: Following a procedure analogous to that for the synthesis of Intermediate 26B, sodium 7-oxidonaphthalene-2-sulfonate (Pfaltz and Bauer, 200 mg, 0.75 mmol) and 4-(3-chloropropyl)pyridine (116 mg, 0.75 mmol) were converted to the title compound (109 mg, 43%). 1H NMR (DMSO-d6) δ 8.65, (s, 1H), 8.58 (s, 1H), 8.12 (s, 1H), 7.92 (d, J=8.4 Hz, 1H), 7.79 (d, J=8.7 Hz, 1H), 7.62 (d, J=5.7 Hz, 1H), 7.57 (dd, J=8.5, 1.9 Hz, 2H), 7.44 (s, 1H), 7.27 (d, J=8.7, 1H), 4.20 (t, J=6.5 Hz, 2H), 3.10 (t, J=7.7 Hz, ... The reactants are C(C(C)(C)C)(=O)OC[C@H](C=1C(=C2C=CC(=NC2=CC1Cl)C)C1=CC=C(C=C1)Cl)OC(C)(C)C ((S)-2-tert-butoxy-2-(7-chloro-5-(4-chlorophenyl)-2-methylquinolin-6-yl)ethyl pivalate), [OH-].[Na+] (NaOH). Solvent: C1CCOC1 (THF), CO (methanol), O (water). Reaction conditions: time 16 hour. The product is C(C)(C)(C)O[C@H](CO)C=1C(=C2C=CC(=NC2=CC1Cl)C)C1=CC=C(C=C1)Cl ((S)-2-tert-butoxy-2-(7-chloro-5-(4-chlorophenyl)-2-methylquinolin-6-yl)ethanol). Isolated yield 60.5%. RXN SMILES: C([O:7][CH2:8][C@@H:9]([O:29][C:30]([CH3:33])([CH3:32])[CH3:31])[C:10]1[C:11]([C:22]2[CH:27]=[CH:26][C:25]([Cl:28])=[CH:24][CH:23]=2)=[C:12]2[C:17](=[CH:18][C:19]=1[Cl:20])[N:16]=[C:15]([CH3:21])[CH:14]=[CH:13]2)(=O)C(C)(C)C.[OH-].[Na+]>C1COCC1.CO.O>[C:30]([O:29][C@@H:9]([C:10]1[C:11]([C:22]2[CH:23]=[CH:24][C:25]([Cl:28])=[CH:26][CH:27]=2)=[C:12]2[C:17](=[CH:18][C:19]=1[Cl:20])[N:16]=[C:15]([CH3:21])[CH:14]=[CH:13]2)[CH2:8][OH:7])([CH3:33])([CH3:31])[CH3:32] |f:1.2|. Reported procedure: To a stirred solution of (S)-2-tert-butoxy-2-(7-chloro-5-(4-chlorophenyl)-2-methylquinolin-6-yl)ethyl pivalate (1J) (22 mg, 0.045 mmol) in THF and methanol (3 mL/1 mL) was added 1 M NaOH solution (1 mL, excess) at 0° C. The mixture was stirred at room temperature for 16 hours and diluted with water. The mixture was extracted with ethyl acetate. The organic layer was washed with brine, dried and concentrated in vacuo. The obtained residue was purified by flash chromatography to provide the desire... Reactants: CN1C(=O)C=CC1=O, CC(=O)O, c1ccc2[nH]ccc2c1. Product: CN1C(=O)CC(c2c[nH]c3ccccc23)C1=O. Reaction SMILES: [CH3:10][N:11]1[C:12](=[O:17])[CH:13]=[CH:14][C:15]1=[O:16].[CH3:18][C:19](=[O:20])[OH:21].[nH:1]1[cH:2][cH:3][c:4]2[cH:5][cH:6][cH:7][cH:8][c:9]12>>[nH:1]1[cH:2][c:3]([CH:13]2[C:12](=[O:17])[N:11]([CH3:10])[C:15](=[O:16])[CH2:14]2)[c:4]2[cH:5][cH:6][cH:7][cH:8][c:9]12.